From a dataset of the Open Reaction Database (ORD), a public repository of structured organic reaction records. describe an organic reaction: reactants, conditions, products, and yield The reactants are CN1CCNCC1 (N-methylpiperazine), COCCN(C)C=1C=C(C(=O)NC=2C=CC(=C(C2)NC(C2=CC(=CC=C2)CCl)=O)C)C=CC1 (N-(5-{3-[N-(2-methoxyethyl)-N-methylamino]benzamido}-2-methylphenyl)-3-chloromethylbenzamide). The product is COCCN(C)C=1C=C(C(=O)NC=2C=CC(=C(C2)NC(C2=CC(=CC=C2)CN2CCN(CC2)C)=O)C)C=CC1 (N-(5-{3-[N-(2-methoxyethyl)-N-methylamino]benzamido}-2-methylphenyl)-3-(4-methylpiperazin-1-ylmethyl)benzamide). Reported procedure: A mixture of N-methylpiperazine (3 ml) and N-(5-{3-[N-(2-methoxyethyl)-N-methylamino]benzamido}-2-methylphenyl)-3-chloromethylbenzamide (0.21 g) was stirred and heated to 80° C. for 3 hours. The mixture was cooled to ambient temperature and partitioned between ethyl acetate and water. The organic phase was evaporated and the residue was triturated under diethyl ether. There was thus obtained the title compound (0.17 g); NMR Spectrum: (DMSOd6) 2.17 (d, 6H), 2.33 (m, 8H), 2.98 (s, 3H), 3.23 (s, 3H... As a reaction SMILES: [CH3:1][N:2]1[CH2:7][CH2:6][NH:5][CH2:4][CH2:3]1.[CH3:8][O:9][CH2:10][CH2:11][N:12]([C:14]1[CH:15]=[C:16]([CH:38]=[CH:39][CH:40]=1)[C:17]([NH:19][C:20]1[CH:21]=[CH:22][C:23]([CH3:37])=[C:24]([NH:26][C:27](=[O:36])[C:28]2[CH:33]=[CH:32][CH:31]=[C:30]([CH2:34]Cl)[CH:29]=2)[CH:25]=1)=[O:18])[CH3:13]>>[CH3:8][O:9][CH2:10][CH2:11][N:12]([C:14]1[CH:15]=[C:16]([CH:38]=[CH:39][CH:40]=1)[C:17]([NH:19][C:20]1[CH:21]=[CH:22][C:23]([CH3:37])=[C:24]([NH:26][C:27](=[O:36])[C:28]2[CH:33]=[CH:32][CH:31]=[C:30]([CH2:34][N:5]3[CH2:6][CH2:7][N:2]([CH3:1])[CH2:3][CH2:4]3)[CH:29]=2)[CH:25]=1)=[O:18])[CH3:13]. Conditions: temperature 80 celsius. Reactants: OCC1NC(C2CC2)c2c[nH]nc21, ClCCl, O=S(=O)(Cl)c1ccc(C(F)(F)F)cc1, c1ccncc1. Yields the product O=S(=O)(c1ccc(C(F)(F)F)cc1)N1C(CO)c2n[nH]cc2C1C1CC1. As a reaction SMILES: [CH:1]1([CH:4]2[NH:5][CH:6]([CH2:12][OH:13])[c:7]3[n:8][nH:9][cH:10][c:11]32)[CH2:2][CH2:3]1.[Cl:34][CH2:35][Cl:36].[F:14][C:15]([c:16]1[cH:17][cH:18][c:19]([S:22](=[O:23])(=[O:24])[Cl:25])[cH:20][cH:21]1)([F:26])[F:27].[cH:28]1[cH:29][cH:30][n:31][cH:32][cH:33]1>>[CH:1]1([CH:4]2[N:5]([S:22]([c:19]3[cH:18][cH:17][c:16]([C:15]([F:14])([F:26])[F:27])[cH:21][cH:20]3)(=[O:23])=[O:24])[CH:6]([CH2:12][OH:13])[c:7]3[n:8][nH:9][cH:10][c:11]32)[CH2:2][CH2:3]1. The reactants are C(C)(C)(C)OC(=O)N1CC(N(CC1)C(=O)OCC1=CC=CC=C1)C(N(C)OC)=O ((RS)-2-(methoxy-methyl-carbamoyl)-piperazine-1,4-dicarboxylic acid 1-benzyl ester 4-tert-butyl ester). The solvent is ClCCl (dichloromethane), FC(C(=O)O)(F)F (trifluoroacetic acid). Run at temperature 40 celsius. Yields the product C(C1=CC=CC=C1)OC(=O)N1C(CNCC1)C(N(C)OC)=O ((RS)-2-(Methoxy-methyl-carbamoyl)-piperazine-1-carboxylic acid benzyl ester). The yield is 97.6%. RXN SMILES: C(OC([N:8]1[CH2:13][CH2:12][N:11]([C:14]([O:16][CH2:17][C:18]2[CH:23]=[CH:22][CH:21]=[CH:20][CH:19]=2)=[O:15])[CH:10]([C:24](=[O:29])[N:25]([O:27][CH3:28])[CH3:26])[CH2:9]1)=O)(C)(C)C>ClCCl.FC(F)(F)C(O)=O>[CH2:17]([O:16][C:14]([N:11]1[CH2:12][CH2:13][NH:8][CH2:9][CH:10]1[C:24](=[O:29])[N:25]([O:27][CH3:28])[CH3:26])=[O:15])[C:18]1[CH:19]=[CH:20][CH:21]=[CH:22][CH:23]=1. Procedure: A mixture of (RS)-2-(methoxy-methyl-carbamoyl)-piperazine-1,4-dicarboxylic acid 1-benzyl ester 4-tert-butyl ester (WO 01/00214) (5 g, 0.012 mol) in dichloromethane (100 ml) and trifluoroacetic acid (20 ml) was heated at 40° C. for 0.5 h, cooled and evaporated. The residual oil was dissolved in dichloromethane (150 ml) and washed with 1M sodium hydroxide (80 ml). The aqueous phase was re-extracted with dichloromethane (2×) and the combined extracts dried (Na2SO4) and the solvent removed in vacuo ...